This data is from the Open Reaction Database (ORD), a public repository of structured organic reaction records. The task is: describe an organic reaction: reactants, conditions, products, and yield Reactants: Cl.COC([C@@H](N)CC1=CC=CC=C1)=O (phenylalanine methyl ester hydrochloride), C(CCC)C=1N(C(=C(N1)C1=CC=CC=C1)CC(=O)O)CC1=C(C=CC=C1)Cl (2-[n-butyl-1-(2-chlorophenyl)methyl-4-phenyl-1H-imidazol-5-yl]acetic acid), ClC1=C(C=CC=C1)CN1C(=NC=C1C(=O)O)SCCC (1-(2-chlorophenyl)methyl-2-propylthio-1H-imidazole-5 carboxylic acid). Product: C(CCC)C=1N(C(=C(N1)C1=CC=CC=C1)CC(=O)N[C@@H](CC1=CC=CC=C1)C(=O)O)CC1=C(C=CC=C1)Cl (N-[{2-n-Butyl-1-(2-chlorophenyl)methyl-4-phenyl-1H-imidazol-5-yl}methylcarbonyl]phenylalanine). As a reaction SMILES: Cl.C[O:3][C:4](=[O:14])[C@H:5]([CH2:7][C:8]1[CH:13]=[CH:12][CH:11]=[CH:10][CH:9]=1)[NH2:6].[CH2:15]([C:19]1[N:20]([CH2:34][C:35]2[CH:40]=[CH:39][CH:38]=[CH:37][C:36]=2[Cl:41])[C:21]([CH2:30][C:31](O)=[O:32])=[C:22]([C:24]2[CH:29]=[CH:28][CH:27]=[CH:26][CH:25]=2)[N:23]=1)[CH2:16][CH2:17][CH3:18].ClC1C=CC=CC=1CN1C(C(O)=O)=CN=C1SCCC>>[CH2:15]([C:19]1[N:20]([CH2:34][C:35]2[CH:40]=[CH:39][CH:38]=[CH:37][C:36]=2[Cl:41])[C:21]([CH2:30][C:31]([NH:6][C@H:5]([C:4]([OH:3])=[O:14])[CH2:7][C:8]2[CH:13]=[CH:12][CH:11]=[CH:10][CH:9]=2)=[O:32])=[C:22]([C:24]2[CH:29]=[CH:28][CH:27]=[CH:26][CH:25]=2)[N:23]=1)[CH2:16][CH2:17][CH3:18] |f:0.1|. Reported procedure: The title compound is prepared following the procedure of Example 1-(iii-iv) using phenylalanine methyl ester hydrochloride in place of glycine methyl ester hydrochloride and using 2-[n-butyl-1-(2-chlorophenyl)methyl-4-phenyl-1H-imidazol-5-yl]acetic acid (prepared as in U.S. Pat. No. 4,340,598) in place of 1-(2-chlorophenyl)methyl-2-propylthio-1H-imidazole-5 carboxylic acid. Starting materials: C(C=C)OC(=O)C1(CC1)NC(=O)C1=CN=C2N1[C@](C(N2C2=CC(=CC(=C2)Cl)Cl)=O)(C)CC2=CC=C(C=C2)Br (1-{[(R)-5-(4-bromo-benzyl)-7-(3,5-dichloro-phenyl)-5-methyl-6-oxo-6,7-dihydro-5H-imidazo[1,2-a]imidazole-3-carbonyl]-amino}-cyclopropanecarboxylic acid allyl ester), N1CCOCC1 (morpholine). Reagents/catalysts: C=1C=CC(=CC1)[P](C=2C=CC=CC2)(C=3C=CC=CC3)[Pd]([P](C=4C=CC=CC4)(C=5C=CC=CC5)C=6C=CC=CC6)([P](C=7C=CC=CC7)(C=8C=CC=CC8)C=9C=CC=CC9)[P](C=1C=CC=CC1)(C=1C=CC=CC1)C=1C=CC=CC1 (Pd(Ph3P)4). Solvent: CCOC(=O)C (EtOAc), C1CCOC1 (THF). Run at time 18 hour. Yields the product BrC1=CC=C(C[C@@]2(C(N(C=3N2C(=CN3)C(=O)NC3(CC3)C(=O)O)C3=CC(=CC(=C3)Cl)Cl)=O)C)C=C1 (1-{[(R)-5-(4-Bromo-benzyl)-7-(3,5-dichloro-phenyl)-5-methyl-6-oxo-6,7-dihydro-5H-imidazo[1,2-a]imidazole-3-carbonyl]-amino}-cyclopropanecarboxylic acid). As a reaction SMILES: C([O:4][C:5]([C:7]1([NH:10][C:11]([C:13]2[N:17]3[C@@:18]([CH2:31][C:32]4[CH:37]=[CH:36][C:35]([Br:38])=[CH:34][CH:33]=4)([CH3:30])[C:19](=[O:29])[N:20]([C:21]4[CH:26]=[C:25]([Cl:27])[CH:24]=[C:23]([Cl:28])[CH:22]=4)[C:16]3=[N:15][CH:14]=2)=[O:12])[CH2:9][CH2:8]1)=[O:6])C=C.N1CCOCC1>C1COCC1.CCOC(C)=O.C1C=CC([P]([Pd]([P](C2C=CC=CC=2)(C2C=CC=CC=2)C2C=CC=CC=2)([P](C2C=CC=CC=2)(C2C=CC=CC=2)C2C=CC=CC=2)[P](C2C=CC=CC=2)(C2C=CC=CC=2)C2C=CC=CC=2)(C2C=CC=CC=2)C2C=CC=CC=2)=CC=1>[Br:38][C:35]1[CH:36]=[CH:37][C:32]([CH2:31][C@@:18]2([CH3:30])[N:17]3[C:13]([C:11]([NH:10][C:7]4([C:5]([OH:6])=[O:4])[CH2:8][CH2:9]4)=[O:12])=[CH:14][N:15]=[C:16]3[N:20]([C:21]3[CH:22]=[C:23]([Cl:28])[CH:24]=[C:25]([Cl:27])[CH:26]=3)[C:19]2=[O:29])=[CH:33][CH:34]=1 |^1:59,61,80,99|. Procedure: To a solution of 1-{[(R)-5-(4-bromo-benzyl)-7-(3,5-dichloro-phenyl)-5-methyl-6-oxo-6,7-dihydro-5H-imidazo[1,2-a]imidazole-3-carbonyl]-amino}-cyclopropanecarboxylic acid allyl ester (200 mg, 0.32 mmol) and morpholine (0.282 mL, 3.24 mmol) in 2 mL of THF was added Pd(Ph3P)4 (19 mg, 0.016 mmol). The reaction mixture was stirred at room temperature for 18 h. The reaction mixture was then diluted with 30 mL of EtOAc and washed with 10 mL each of 10% HCl solution, water, and brine, dried over Na2SO4, ... The reactants are CCOC(=O)C(Oc1c(Cl)cc(CBr)cc1Cl)c1ccc2c(c1)OCO2, CCOC(=O)n1c(=O)[nH]c2ccccc21, [H-], [Na+], CN(C)C=O. Product: CCOC(=O)C(Oc1c(Cl)cc(Cn2c(=O)n(C(=O)OCC)c3ccccc32)cc1Cl)c1ccc2c(c1)OCO2. RXN SMILES: [Br:18][CH2:19][c:20]1[cH:21][c:22]([Cl:43])[c:23]([O:24][CH:25]([C:26](=[O:27])[O:28][CH2:29][CH3:30])[c:31]2[cH:32][c:33]3[c:34]([cH:35][cH:36]2)[O:37][CH2:38][O:39]3)[c:40]([Cl:42])[cH:41]1.[C:1](=[O:2])([O:3][CH2:4][CH3:5])[n:6]1[c:7](=[O:15])[nH:8][c:9]2[c:10]1[cH:11][cH:12][cH:13][cH:14]2.[H-:16].[Na+:17].[O:44]=[CH:45][N:46]([CH3:47])[CH3:48]>>[C:1](=[O:2])([O:3][CH2:4][CH3:5])[n:6]1[c:7](=[O:15])[n:8]([CH2:19][c:20]2[cH:21][c:22]([Cl:43])[c:23]([O:24][CH:25]([C:26](=[O:27])[O:28][CH2:29][CH3:30])[c:31]3[cH:32][c:33]4[c:34]([cH:35][cH:36]3)[O:37][CH2:38][O:39]4)[c:40]([Cl:42])[cH:41]2)[c:9]2[c:10]1[cH:11][cH:12][cH:13][cH:14]2. Starting materials: Cl.CC1S[C@H]2N(C(=C1)C(=O)OCC(Cl)(Cl)Cl)C(C2N)=O (2,2,2-trichloroethyl 2-methyl-7-amino-3-cephem-4-carboxylate hydrochloride), Cl (hydrochloric acid), CN(C1=CC=CC=C1)C (dimethylaniline), C(#N)CC(=O)O (cyanoacetic acid), C1(CCCCC1)N=C=NC1CCCCC1 (dicyclohexylcarbodiimide). Run in ClCCl (dichloromethane), ClCCl (dichloromethane), C(C)N(CC)CC (triethylamine). Yields the product CC1S[C@H]2N(C(=C1)C(=O)OCC(Cl)(Cl)Cl)C(C2NC(CC#N)=O)=O (2,2,2-trichloroethyl 2-methyl-7-(2-cyanoacetamido)-3-cephem-4-carboxylate). The yield is 84.9%. RXN SMILES: CN(C)C1C=CC=CC=1.Cl.[CH3:11][CH:12]1[CH:17]=[C:16]([C:18]([O:20][CH2:21][C:22]([Cl:25])([Cl:24])[Cl:23])=[O:19])[N:15]2[C:26](=[O:29])[CH:27]([NH2:28])[C@H:14]2[S:13]1.[C:30]([CH2:32][C:33](O)=[O:34])#[N:31].C1(N=C=NC2CCCCC2)CCCCC1.Cl>ClCCl.C(N(CC)CC)C>[CH3:11][CH:12]1[CH:17]=[C:16]([C:18]([O:20][CH2:21][C:22]([Cl:25])([Cl:23])[Cl:24])=[O:19])[N:15]2[C:26](=[O:29])[CH:27]([NH:28][C:33](=[O:34])[CH2:32][C:30]#[N:31])[C@H:14]2[S:13]1 |f:1.2|. Procedure details: A solution of triethylamine (0.9 g) and dimethylaniline (0.15 g) in dichloromethane (20 ml) was added under stirring and ice-cooling to a suspension of 2,2,2-trichloroethyl 2-methyl-7-amino-3-cephem-4-carboxylate hydrochloride (3.82 g) in dried dichloromethane (80 ml). To the mixture were added cyanoacetic acid (0.85 g) and dicyclohexylcarbodiimide (2.25 g), and the mixture was stirred for 1 hour under ice-cooling. To the mixture was added 5% hydrochloric acid (50 ml), and the mixture was stirre... Reactants: COC1(OC2CC(C2O1)(C)C)C (3-methoxy-3,6,6-trimethyl-2,4-dioxa-bicyclo[3,2,0]heptane), C[Si](I)(C)C (trimethyliodosilane). The solvent is C(Cl)Cl (methylene chloride). The product is I[C@H]1[C@@H](C(C1)(C)C)OC(C)=O (trans-1-iodo-2-acetoxy-3,3-dimethyl-cyclobutane). Yield: 75.0%. RXN SMILES: C[O:2][C:3]1([CH3:12])[O:9][CH:8]2[CH:5]([CH2:6][C:7]2([CH3:11])[CH3:10])O1.C[Si](C)(C)[I:15]>C(Cl)Cl>[I:15][C@@H:5]1[CH2:6][C:7]([CH3:11])([CH3:10])[C@H:8]1[O:9][C:3](=[O:2])[CH3:12]. Procedure: 34.4 g (0.2 mol) of 3-methoxy-3,6,6-trimethyl-2,4-dioxa-bicyclo[3,2,0]heptane (stereoisomer mixture) and 44.0 g (0.22 mol) of trimethyliodosilane are heated to the reflux in 150 ml of methylene chloride for 15 hours. Concentration and fractional distillation in vacuo give 40.2 g (75%) of trans-1-iodo-2-acetoxy-3,3-dimethyl-cyclobutane. Boiling point0.1 38°-39°, nD20 1.5008.